From a dataset of the Open Reaction Database (ORD), a public repository of structured organic reaction records. describe an organic reaction: reactants, conditions, products, and yield The reactants are O=C([O-])[O-], COCCOC, CCO, O=Cc1ccc(B(O)O)o1, O=[N+]([O-])c1ccc(Oc2ccnc3cc(I)sc23)c(F)c1, [Na+], [Na+], O, Cl[Pd]Cl, c1ccc(P(c2ccccc2)c2ccccc2)cc1, c1ccc(P(c2ccccc2)c2ccccc2)cc1. Product: O=Cc1ccc(-c2cc3nccc(Oc4ccc([N+](=O)[O-])cc4F)c3s2)o1. RXN SMILES: [C:32](=[O:33])([O-:34])[O-:35].[CH3:38][O:39][CH2:40][CH2:41][O:42][CH3:43].[CH3:44][CH2:45][OH:46].[CH:22](=[O:23])[c:24]1[cH:25][cH:26][c:27]([B:29]([OH:30])[OH:31])[o:28]1.[F:1][c:2]1[c:3]([O:4][c:5]2[c:6]3[c:7]([n:8][cH:9][cH:10]2)[cH:11][c:12]([I:14])[s:13]3)[cH:15][cH:16][c:17]([N+:19](=[O:20])[O-:21])[cH:18]1.[Na+:36].[Na+:37].[OH2:47].[Pd:48]([Cl:49])[Cl:50].[c:51]1([P:52]([c:53]2[cH:54][cH:55][cH:56][cH:57][cH:58]2)[c:59]2[cH:60][cH:61][cH:62][cH:63][cH:64]2)[cH:65][cH:66][cH:67][cH:68][cH:69]1.[c:70]1([P:71]([c:72]2[cH:73][cH:74][cH:75][cH:76][cH:77]2)[c:78]2[cH:79][cH:80][cH:81][cH:82][cH:83]2)[cH:84][cH:85][cH:86][cH:87][cH:88]1>>[F:1][c:2]1[c:3]([O:4][c:5]2[c:6]3[c:7]([n:8][cH:9][cH:10]2)[cH:11][c:12](-[c:27]2[cH:26][cH:25][c:24]([CH:22]=[O:23])[o:28]2)[s:13]3)[cH:15][cH:16][c:17]([N+:19](=[O:20])[O-:21])[cH:18]1. Starting materials: C1CCNC1, CS(=O)(=O)c1ncc(C2(O)CCC(N3CC(NC(=O)CNC(=O)c4cccc(C(F)(F)F)c4)C3)CC2)s1. The product is O=C(CNC(=O)c1cccc(C(F)(F)F)c1)NC1CN(C2CCC(O)(c3cnc(N4CCCC4)s3)CC2)C1. Reaction SMILES: [CH2:38]1[CH2:39][CH2:40][NH:41][CH2:42]1.[OH:1][C:2]1([c:29]2[cH:30][n:31][c:32]([S:34]([CH3:35])(=[O:36])=[O:37])[s:33]2)[CH2:3][CH2:4][CH:5]([N:8]2[CH2:9][CH:10]([NH:12][C:13](=[O:14])[CH2:15][NH:16][C:17]([c:18]3[cH:19][c:20]([C:24]([F:25])([F:26])[F:27])[cH:21][cH:22][cH:23]3)=[O:28])[CH2:11]2)[CH2:6][CH2:7]1>>[OH:1][C:2]1([c:29]2[cH:30][n:31][c:32]([N:41]3[CH2:40][CH2:39][CH2:38][CH2:42]3)[s:33]2)[CH2:3][CH2:4][CH:5]([N:8]2[CH2:9][CH:10]([NH:12][C:13](=[O:14])[CH2:15][NH:16][C:17]([c:18]3[cH:19][c:20]([C:24]([F:25])([F:26])[F:27])[cH:21][cH:22][cH:23]3)=[O:28])[CH2:11]2)[CH2:6][CH2:7]1. Reactants: OO (hydrogen peroxide), NC=1C=NC=C(C1Cl)Cl (3-amino-4,5-dichloropyridine), Cl (hydrochloric acid), C([O-])([O-])=O.[Na+].[Na+] (sodium carbonate), OO (hydrogen peroxide). The solvent is O (water). The product is NC=1C(=NC=C(C1Cl)Cl)Cl (3-Amino-2,4,5-trichloropyridine). RXN SMILES: OO.[NH2:3][C:4]1[CH:5]=[N:6][CH:7]=[C:8]([Cl:11])[C:9]=1[Cl:10].C(=O)([O-])[O-].[Na+].[Na+].[ClH:18]>O>[NH2:3][C:4]1[C:5]([Cl:18])=[N:6][CH:7]=[C:8]([Cl:11])[C:9]=1[Cl:10] |f:2.3.4|. Procedure: Thirty percent aqueous hydrogen peroxide (3.0 g, 26 mmol) was added dropwise with stirring at 15° C. to a solution of 8.0 g (49mmol) of 3-amino-4,5-dichloropyridine in 450mL of 37 percent aqueous hydrochloric acid. After 30 min another 2.6 g (23 mmol) of 30 percent aqueous hydrogen peroxide was added and the solution was allowed to slowly warm to room temperature. The resulting mixture was diluted with water, neutralized with sodium carbonate, and extracted with ether. The ethereal extract was d... Reactants: CN(CC(C)N)C (N1,N1-Dimethyl-propane-1,2-diamine), C([O-])([O-])=O.[K+].[K+] (potassium carbonate), FC1=CC=C(C=C1)[N+](=O)[O-] (1-fluoro-4-nitrobenzene). The solvent is CN(C)C=O (DMF). Run at temperature 110 celsius, time 8 hour. The product is CN(CC(C)NC1=CC=C(C=C1)[N+](=O)[O-])C (N1,N1-Dimethyl-N2-(4-nitro-phenyl)-propane-1,2-diamine). Isolated yield 81.4%. As a reaction SMILES: [CH3:1][N:2]([CH3:7])[CH2:3][CH:4]([NH2:6])[CH3:5].C(=O)([O-])[O-].[K+].[K+].F[C:15]1[CH:20]=[CH:19][C:18]([N+:21]([O-:23])=[O:22])=[CH:17][CH:16]=1>CN(C=O)C>[CH3:1][N:2]([CH3:7])[CH2:3][CH:4]([NH:6][C:15]1[CH:20]=[CH:19][C:18]([N+:21]([O-:23])=[O:22])=[CH:17][CH:16]=1)[CH3:5] |f:1.2.3|. Reported procedure: A solution of N1,N1-Dimethyl-propane-1,2-diamine (10 mL, 77.4 mmol) in DMF (40 mL) at room temperature was treated with potassium carbonate (15.26 g, 1.5 equiv.) and 1-fluoro-4-nitrobenzene (8.21 mL, 1 equiv.). The reaction mixture was stirred at 110° C. overnight. The reaction mixture was cooled to room temperature, filtered to remove remaining solid potassium carbonate and diluted with CH2Cl2 (500 mL). The reaction mixture was extracted with H2O (3×500 mL) and dried over anhydrous MgSO4. Follo... The reactants are methyl ester, OC=1C=C(C(=O)O)C=C(C1)N1C(CCC1)=O (3-Hydroxy-5-(2-oxopyrrolidin-1-yl)-benzoic acid), C(C1=CC=CC=C1)OCCO (2-benzyloxyethanol). Yields the product OCCOC=1C=C(C(=O)O)C=C(C1)N1C(CCC1)=O (3-(2-Hydroxyethoxy)-5-(2-oxopyrrolidin-1-yl)benzoic acid). RXN SMILES: [OH:1][C:2]1[CH:3]=[C:4]([CH:8]=[C:9]([N:11]2[CH2:15][CH2:14][CH2:13][C:12]2=[O:16])[CH:10]=1)[C:5]([OH:7])=[O:6].[CH2:17]([O:24]CCO)[C:18]1C=CC=CC=1>>[OH:24][CH2:17][CH2:18][O:1][C:2]1[CH:3]=[C:4]([CH:8]=[C:9]([N:11]2[CH2:15][CH2:14][CH2:13][C:12]2=[O:16])[CH:10]=1)[C:5]([OH:7])=[O:6]. Procedure details: Prepared from the methyl ester of 3-hydroxy-5-(2-oxopyrrolidin-1-yl)benzoic acid (D6) by Mitsunobu reaction with 2-benzyloxyethanol, followed by saponification of the methyl ester and hydrogenolytic removal of the benzyl group.